Dataset: the Open Reaction Database (ORD), a public repository of structured organic reaction records. Task: describe an organic reaction: reactants, conditions, products, and yield As a reaction SMILES: [C:1](=[O:23])(OC1C=CC([N+]([O-])=O)=CC=1)[O:2][C:3]1[CH:8]=[CH:7][C:6]([NH:9][C:10](=[O:12])[CH3:11])=[CH:5][CH:4]=1.[NH2:24][CH2:25][CH2:26][S:27]([O-:29])=[O:28].[Na+].OC1C=CC(NC(=O)C)=CC=1.O>C(#N)C>[C:10]([NH:9][C:6]1[CH:5]=[CH:4][C:3]([O:2][C:1]([NH:24][CH2:25][CH2:26][S:27]([OH:29])=[O:28])=[O:23])=[CH:8][CH:7]=1)(=[O:12])[CH3:11] |f:1.2|. Yields the product C(C)(=O)NC1=CC=C(OC(=O)NCCS(=O)O)C=C1 (2-((4-acetamidophenoxy)carbonylamino)ethanesulfinic acid). Procedure: Title compound 11a was prepared according to the General Method for the Reaction of Alkali Metal Salts of Amino Acid Derivatives with 4-Acetamidophenyl 4-Nitrophenyl Carbonate (3). A solution of 410 mg (3.20 mmol) of sodium 2-aminoethanesulfinate (5) in approximately one (1) mL of degassed water was reacted with a solution of 4-acetamidophenyl 4-nitrophenyl carbonate (3) (1.01 g, 3.19 mmol) in 10 mL of acetonitrile (MeCN). After work-up procedures, the aqueous layer was lyophilized off to afford... Solvent: C(C)#N (acetonitrile). Reactants: NCCS(=O)[O-].[Na+] (Sodium 2-aminoethanesulfinate), OC1=CC=C(C=C1)NC(C)=O (N-(4-hydroxyphenyl)acetamide), O (water), C(OC1=CC=C(C=C1)NC(C)=O)(OC1=CC=C(C=C1)[N+](=O)[O-])=O (4-Acetamidophenyl 4-nitrophenyl carbonate), Alkali Metal Salts, Amino Acid, C(OC1=CC=C(C=C1)NC(C)=O)(OC1=CC=C(C=C1)[N+](=O)[O-])=O (4-Acetamidophenyl 4-nitrophenyl carbonate). Starting materials: NC=1C2=C(N=CN1)N(C(=C2C2=CC(=CC=C2)OCC2=CC=CC=C2)CC)[C@H]2C[C@H](C2)CO (cis-{3-[4-Amino-5-(3-benzyloxy-phenyl)-6-ethyl-pyrrolo[2,3-d]pyrimidin-7-yl]-cyclobutyl}methanol), C1(=CC=C(C=C1)S(=O)(=O)Cl)C (p-toluenesulfonyl chloride), CN1CCNCC1 (N-methyl-piperazine). Product: C(C1=CC=CC=C1)OC=1C=C(C=CC1)C1=C(N(C=2N=CN=C(C21)N)[C@@H]2C[C@@H](C2)CN2CCN(CC2)C)CC (cis-5-(3-Benzyloxy-phenyl)-6-ethyl-7-[3-(4-methyl-piperazin-1-ylmethyl)-cyclobutyl]-7H-pyrrolo[2,3-d]pyrimidin-4-ylamine). Reaction SMILES: [NH2:1][C:2]1[C:3]2[C:10]([C:11]3[CH:16]=[CH:15][CH:14]=[C:13]([O:17]CC4C=CC=CC=4)[CH:12]=3)=[C:9]([CH2:25][CH3:26])[N:8]([C@@H:27]3[CH2:30][C@H:29]([CH2:31]O)[CH2:28]3)[C:4]=2[N:5]=[CH:6][N:7]=1.[C:33]1([CH3:43])[CH:38]=[CH:37][C:36](S(Cl)(=O)=O)=[CH:35][CH:34]=1.[CH3:44][N:45]1[CH2:50][CH2:49][NH:48][CH2:47][CH2:46]1>>[CH2:43]([O:17][C:13]1[CH:12]=[C:11]([C:10]2[C:3]3[C:2]([NH2:1])=[N:7][CH:6]=[N:5][C:4]=3[N:8]([C@H:27]3[CH2:28][C@@H:29]([CH2:31][N:48]4[CH2:49][CH2:50][N:45]([CH3:44])[CH2:46][CH2:47]4)[CH2:30]3)[C:9]=2[CH2:25][CH3:26])[CH:16]=[CH:15][CH:14]=1)[C:33]1[CH:38]=[CH:37][CH:36]=[CH:35][CH:34]=1. Procedure: The title compound is prepared in analogy to Example 116 from cis-{3-[4-amino-5-(3-benzyloxy-phenyl)-6-ethyl-pyrrolo[2,3-d]pyrimidin-7-yl]-cyclobutyl}-methanol of Example 124, p-toluenesulfonyl chloride and N-methyl-piperazine. Analytical HPLC-MS: tR=1.40 min (Grad 1); ES-MS: m/eo=511.45. The reactants are step-iii, FC1=C(CN2N=C(C(=C2C)C2=CN(C3=NC=C(C=C32)C3=CC=C(C=C3)N3CCN(CC3)C(=O)OC(C)(C)C)S(=O)(=O)C3=CC=C(C)C=C3)C)C=C(C=C1)F (tert-butyl 4-(4-(3-(1-(2,5-difluorobenzyl)-3,5-dimethyl-1H-pyrazol-4-yl)-1-tosyl-1H-pyrrolo[2,3-b]pyridin-5-yl)phenyl)piperazine-1-carboxylate), [OH-].[Li+] (lithium hydroxide). Solvent: C1CCOC1.CO.O (THF Methanol water). Yields the product FC1=C(CN2N=C(C(=C2C)C2=CNC3=NC=C(C=C32)C3=CC=C(C=C3)N3CCN(CC3)C(=O)OC(C)(C)C)C)C=C(C=C1)F (tert-butyl 4-(4-(3-(1-(2,5-difluorobenzyl)-3,5-dimethyl-1H-pyrazol-4-yl)-1H-pyrrolo[2,3-b]pyridin-5-yl)phenyl)piperazine-1-carboxylate). Yield: 25.2%. As a reaction SMILES: [F:1][C:2]1[CH:53]=[CH:52][C:51]([F:54])=[CH:50][C:3]=1[CH2:4][N:5]1[C:9]([CH3:10])=[C:8]([C:11]2[C:19]3[C:14](=[N:15][CH:16]=[C:17]([C:20]4[CH:25]=[CH:24][C:23]([N:26]5[CH2:31][CH2:30][N:29]([C:32]([O:34][C:35]([CH3:38])([CH3:37])[CH3:36])=[O:33])[CH2:28][CH2:27]5)=[CH:22][CH:21]=4)[CH:18]=3)[N:13](S(C3C=CC(C)=CC=3)(=O)=O)[CH:12]=2)[C:7]([CH3:49])=[N:6]1.[OH-].[Li+]>C1COCC1.CO.O>[F:1][C:2]1[CH:53]=[CH:52][C:51]([F:54])=[CH:50][C:3]=1[CH2:4][N:5]1[C:9]([CH3:10])=[C:8]([C:11]2[C:19]3[C:14](=[N:15][CH:16]=[C:17]([C:20]4[CH:25]=[CH:24][C:23]([N:26]5[CH2:27][CH2:28][N:29]([C:32]([O:34][C:35]([CH3:37])([CH3:38])[CH3:36])=[O:33])[CH2:30][CH2:31]5)=[CH:22][CH:21]=4)[CH:18]=3)[NH:13][CH:12]=2)[C:7]([CH3:49])=[N:6]1 |f:1.2,3.4.5|. Procedure details: Using similar reaction conditions as described in step-iii of example-1, tert-butyl 4-(4-(3-(1-(2,5-difluorobenzyl)-3,5-dimethyl-1H-pyrazol-4-yl)-1-tosyl-1H-pyrrolo[2,3-b]pyridin-5-yl)phenyl)piperazine-1-carboxylate (230 mg, 0.305 mmol) was hydrolyzed by lithium hydroxide (129 mg, 3.05 mmol), THF/Methanol/water (12/4/4 ml) to afford 46 mg (25.2% yield) of the titled compound. MS: m/z=599.3 (M+1). Starting materials: OC1=CC=CC=2OC(=CC21)C2=NC(=NO2)C (5-(4-hydroxybenzo(b)furan-2-yl)-3-methyl-1,2,4-oxadiazole), S(=O)(=O)(OC[C@@H]1CO1)C1=CC=C([N+](=O)[O-])C=C1 ((S)-glycidyl nosylate). The product is C([C@@H]1CO1)OC1=CC=CC=2OC(=CC21)C2=NC(=NO2)C ((S)-5-(4-glycidyloxybenzo(b)furan-2-yl)-3-methyl-1,2,4-oxadiazole). Isolated yield 28.3%. Reaction SMILES: [OH:1][C:2]1[C:10]2[CH:9]=[C:8]([C:11]3[O:15][N:14]=[C:13]([CH3:16])[N:12]=3)[O:7][C:6]=2[CH:5]=[CH:4][CH:3]=1.S(C1C=CC([N+]([O-])=O)=CC=1)(O[CH2:21][C@H:22]1[O:24][CH2:23]1)(=O)=O>>[CH2:21]([O:1][C:2]1[C:10]2[CH:9]=[C:8]([C:11]3[O:15][N:14]=[C:13]([CH3:16])[N:12]=3)[O:7][C:6]=2[CH:5]=[CH:4][CH:3]=1)[C@H:22]1[O:24][CH2:23]1. Procedure: By the reactions in the same manner as in Starting Material Synthesis Example 1 using 5-(4-hydroxybenzo(b)furan-2-yl)-3-methyl-1,2,4-oxadiazole (3.3 g) and (S)-glycidyl nosylate (3.7 g), the title compound (1.1 g) was obtained as white crystals. The reactants are C(C)(=O)OCC(CCC1=CC=C(C=C1)OCC1=CC=CC=C1)(CC)NC(=O)OC(C)(C)C (4-(4-benzyloxyphenyl)-2-tert-butoxycarbonylamino-2-ethylbutyl acetate), solution, Cl (hydrochloric acid), solution, Cl (hydrochloric acid). Reagents/catalysts: [C].[Pd] (palladium-carbon), [C].[Pd] (palladium-carbon). Run in C(C)(=O)OCC (ethyl acetate), CCOCC (ether), CCOCC (ether), C(C)O (ethanol), C(C)(=O)OCC (ethyl acetate). Conditions: time 160 minute. Product: C(C)(=O)OCC(CCC1=CC=C(C=C1)O)(CC)NC(=O)OC(C)(C)C (2-tert-Butoxycarbonylamino-2-ethyl-4-(4-hydroxyphenyl)butyl acetate). Yield: 129.2%. Reaction SMILES: [C:1]([O:4][CH2:5][C:6]([NH:25][C:26]([O:28][C:29]([CH3:32])([CH3:31])[CH3:30])=[O:27])([CH2:23][CH3:24])[CH2:7][CH2:8][C:9]1[CH:14]=[CH:13][C:12]([O:15]CC2C=CC=CC=2)=[CH:11][CH:10]=1)(=[O:3])[CH3:2].Cl>C(OCC)(=O)C.CCOCC.C(O)C.[C].[Pd]>[C:1]([O:4][CH2:5][C:6]([NH:25][C:26]([O:28][C:29]([CH3:30])([CH3:32])[CH3:31])=[O:27])([CH2:23][CH3:24])[CH2:7][CH2:8][C:9]1[CH:10]=[CH:11][C:12]([OH:15])=[CH:13][CH:14]=1)(=[O:3])[CH3:2] |f:5.6|. Procedure: To a solution of 4-(4-benzyloxyphenyl)-2-tert-butoxycarbonylamino-2-ethylbutyl acetate (7 g) in ethyl acetate (80 ml) were added a 1 M solution of hydrochloric acid in ether (1 ml) and 10% palladium-carbon (0.4 g) and the suspension was subjected to catalytic reduction under an ordinary atmosphere at room temperature for 160 minutes. Catalyst was filtered off from the reaction mixture and the solvent was distilled away under reduced pressure. The residue obtained was dissolved in ethyl acetate (... As a reaction SMILES: [CH:1]([CH:4]1[C:8]2=[N:9][C:10]3[C:11]([C:18]([F:21])([F:20])[F:19])=[CH:12][CH:13]=[CH:14][C:15]=3[C:16]([OH:17])=[C:7]2[C:6](=[N:22][C:23]2[S:24][CH:25]=[CH:26][N:27]=2)[O:5]1)([CH3:3])[CH3:2].O.[C:29]([OH:32])(=[O:31])[CH3:30]>>[C:29]([O:32][CH:4]([C:8]1[C:7]([C:6]([NH:22][C:23]2[S:24][CH:25]=[CH:26][N:27]=2)=[O:5])=[C:16]([OH:17])[C:15]2[C:10](=[C:11]([C:18]([F:19])([F:20])[F:21])[CH:12]=[CH:13][CH:14]=2)[N:9]=1)[CH:1]([CH3:3])[CH3:2])(=[O:31])[CH3:30]. Yields the product C(C)(=O)OC(C(C)C)C1=NC2=C(C=CC=C2C(=C1C(=O)NC=1SC=CN1)O)C(F)(F)F (2-(1-acetyloxy-2-methylpropyl)-4-hydroxy-N-(2-thiazolyl)-8-trifluoromethyl-3-quinoline carboxamide). The reactants are C(C)(C)C1OC(C=2C1=NC=1C(=CC=CC1C2O)C(F)(F)F)=NC=2SC=CN2 (3-isopropyl-1,3-dihydro-1-[(2-thiazolyl)-imino]-5-(trifluoromethyl)-furo-[3,4-b]-quinolin-9-ol), C(C)(=O)O (acetic acid), O (water). Procedure details: 10 g of product of Step B in 200 ml of acetic acid were refluxed for 57 hours and the solution was allowed to return to ambient temperature. Then, 200 ml of water were added followed by filtration. The orange product was washed with water and then was dissolved in a mixture of 250 ml of ethyl acetate and 500 ml of tetrahydrofuran. The mixture was dried and 1 g of active carbon was added. After filtering and concentrating to dryness under reduced pressure, 8.3 g of residue were obtained which was...